From a dataset of the Open Reaction Database (ORD), a public repository of structured organic reaction records. describe an organic reaction: reactants, conditions, products, and yield Reactants: water ice, ClC=1SC=C(C1CBr)CBr (2-chloro-3,4-bis(bromomethyl)thiophene), Cl.NCC(=O)OCC (ethyl 2-aminoacetate hydrochloride), C([O-])([O-])=O.[K+].[K+] (potassium carbonate). Solvent: CN(C=O)C (dimethylformamide), CN(C=O)C (dimethylformamide). Conditions: temperature 5 celsius, time 2 hour. Yields the product ClC=1SC=C2C1CN(C2)CC(=O)OCC (Ethyl 2-(1-chloro-5,6-dihydro-4H-thieno[3,4-c]pyrrol-5-yl)acetate). The yield is 94.2%. RXN SMILES: [Cl:1][C:2]1[S:3][CH:4]=[C:5]([CH2:9]Br)[C:6]=1[CH2:7]Br.Cl.[NH2:12][CH2:13][C:14]([O:16][CH2:17][CH3:18])=[O:15].C(=O)([O-])[O-].[K+].[K+]>CN(C)C=O>[Cl:1][C:2]1[S:3][CH:4]=[C:5]2[CH2:9][N:12]([CH2:13][C:14]([O:16][CH2:17][CH3:18])=[O:15])[CH2:7][C:6]=12 |f:1.2,3.4.5|. Procedure: A solution of 12.58 g (0.041 mol) of 2-chloro-3,4-bis(bromomethyl)thiophene in 40 ml of dimethylformamide is poured dropwise onto a mixture of 17.77 g of ethyl 2-aminoacetate hydrochloride, 45.5 g of finely powdered potassium carbonate and 80 ml of dimethylformamide, cooled to 5° C. The mixture is stirred at room temperature for 2 h, then poured onto 400 g of a water/ice mixture and stirred for a further 15 min. The mixture is extracted with 5 times 100 ml of diethyl ether, the ether phase is wa... Starting materials: CNCC(O)c1ccc(N2CCCC2)cc1, O=C1CCCc2c(S(=O)(=O)Cl)csc21. The product is CN(CC(O)c1ccc(N2CCCC2)cc1)S(=O)(=O)c1csc2c1CCCC2=O. Reaction SMILES: [CH3:1][NH:2][CH2:3][CH:4]([OH:5])[c:6]1[cH:7][cH:8][c:9]([N:12]2[CH2:13][CH2:14][CH2:15][CH2:16]2)[cH:10][cH:11]1.[O:17]=[C:18]1[CH2:19][CH2:20][CH2:21][c:22]2[c:23]1[s:24][cH:25][c:26]2[S:27](=[O:28])(=[O:29])[Cl:30]>>[CH3:1][N:2]([CH2:3][CH:4]([OH:5])[c:6]1[cH:7][cH:8][c:9]([N:12]2[CH2:13][CH2:14][CH2:15][CH2:16]2)[cH:10][cH:11]1)[S:27]([c:26]1[c:22]2[c:23]([s:24][cH:25]1)[C:18](=[O:17])[CH2:19][CH2:20][CH2:21]2)(=[O:28])=[O:29]. The reactants are FC(C(=O)O)(F)F (Trifluoroacetic acid), C(C)(C)(C)OC(=O)N1CCC(CC1)N1N=CC=2C1=NC=NC2OC2=CC=C(C=C2)S(=O)(=O)C (4-[4-(4-methanesulfonyl-phenoxy)-pyrazolo[3,4-d]pyrimidin-1-yl]-piperidine-1-carboxylic acid tert-butyl ester). As a reaction SMILES: [F:1][C:2]([F:7])([F:6])[C:3]([OH:5])=[O:4].C(OC([N:15]1[CH2:20][CH2:19][CH:18]([N:21]2[C:25]3=[N:26][CH:27]=[N:28][C:29]([O:30][C:31]4[CH:36]=[CH:35][C:34]([S:37]([CH3:40])(=[O:39])=[O:38])=[CH:33][CH:32]=4)=[C:24]3[CH:23]=[N:22]2)[CH2:17][CH2:16]1)=O)(C)(C)C>ClCCl>[F:1][C:2]([F:7])([F:6])[C:3]([OH:5])=[O:4].[CH3:40][S:37]([C:34]1[CH:33]=[CH:32][C:31]([O:30][C:29]2[N:28]=[CH:27][N:26]=[C:25]3[N:21]([CH:18]4[CH2:17][CH2:16][NH:15][CH2:20][CH2:19]4)[N:22]=[CH:23][C:24]=23)=[CH:36][CH:35]=1)(=[O:39])=[O:38] |f:3.4|. Product: FC(C(=O)O)(F)F.CS(=O)(=O)C1=CC=C(OC2=C3C(=NC=N2)N(N=C3)C3CCNCC3)C=C1 (4-(4-methanesulfonyl-phenoxy)-1-piperidin-4-yl-1H-pyrazolo[3,4-d]pyrimidine trifluoroacetate salt). The yield is 96.9%. Conditions: time 3 hour. Reported procedure: Trifluoroacetic acid (38.0 mL, 512 mmol) was added to a cooled solution of 4-[4-(4-methanesulfonyl-phenoxy)-pyrazolo[3,4-d]pyrimidin-1-yl]-piperidine-1-carboxylic acid tert-butyl ester (Example 59; 12.0 g, 25.4 mmol) in dichloromethane (70 mL) at about 0° C. The reaction mixture was stirred for 3 h. The solvent was evaporated under reduced pressure, and the residue was coevaporated three times with toluene to give 4-(4-methanesulfonyl-phenoxy)-1-piperidin-4-yl-1H-pyrazolo[3,4-d]pyrimidine triflu... Solvent: ClCCl (dichloromethane). Starting materials: C(#N)C=1C=NC=CC1 (3-cyanopyridine), C(C1=CC=CC=C1)N1C(=NC=C1)C=1C=NC=CC1 (3-(1-benzyl-1H-imidazol-2-yl)pyridine), C(C1=CC=CC=C1)N1C=NC=C1C1=CC=CC=C1 (1-benzyl-5-phenyl-1H-imidazole), BrC1=C(N=C(S1)C1=CC=CC=C1)C (5-bromo-4-methyl-2-phenylthiazole), B(C1=CC(=CC=C1)F)(O)O (FPBA). The solvent is ClCCl.CO (dichloromethane methanol). Product: C(C1=CC=CC=C1)N1C(=NC=C1C1=C(N=C(S1)C1=CC=CC=C1)C)C=1C=NC=CC1 (5-(1-benzyl-2-(pyridin-3-yl)-1H-imidazol-5-yl)-4-methyl-2-phenylthiazole), C(C1=CC=CC=C1)N1C(=NC=C1)C=1C=NC=CC1 (3-(1-Benzyl-1H-imidazol-2-yl)pyridine). RXN SMILES: C(N1C(C2C=CC=CC=2)=CN=C1)C1C=CC=CC=1.Br[C:20]1[S:24][C:23]([C:25]2[CH:30]=[CH:29][CH:28]=[CH:27][CH:26]=2)=[N:22][C:21]=1[CH3:31].[CH2:32]([N:39]1[CH:43]=[CH:42][N:41]=[C:40]1[C:44]1[CH:45]=[N:46][CH:47]=[CH:48][CH:49]=1)[C:33]1[CH:38]=[CH:37][CH:36]=[CH:35][CH:34]=1.C(C1C=NC=CC=1)#N.B(O)(O)C1C=CC=C(F)C=1>ClCCl.CO>[CH2:32]([N:39]1[C:43]([C:20]2[S:24][C:23]([C:25]3[CH:30]=[CH:29][CH:28]=[CH:27][CH:26]=3)=[N:22][C:21]=2[CH3:31])=[CH:42][N:41]=[C:40]1[C:44]1[CH:45]=[N:46][CH:47]=[CH:48][CH:49]=1)[C:33]1[CH:34]=[CH:35][CH:36]=[CH:37][CH:38]=1.[CH2:32]([N:39]1[CH:43]=[CH:42][N:41]=[C:40]1[C:44]1[CH:45]=[N:46][CH:47]=[CH:48][CH:49]=1)[C:33]1[CH:34]=[CH:35][CH:36]=[CH:37][CH:38]=1 |f:5.6|. Reported procedure: The title compound was prepared by the method described in Example 1, except that (i) commercially available 5-bromo-4-methyl-2-phenylthiazole (Apollo Scientific) was used instead of 5-bromo-2-phenylpyrimidine in Step C, and (ii) 3-(1-benzyl-1H-imidazol-2-yl)pyridine was used instead of 1-benzyl-2-phenyl-1H-imidazole in Step C. 3-(1-Benzyl-1H-imidazol-2-yl)pyridine was prepared by the procedure described in Example 8, Steps A and B except the commercially available 3-cyanopyridine was used inste... The reactants are [N+](=O)([O-])C=1C=C(C=CC1C1CCCCC1)C(C(=O)[O-])=O (3-nitro-4-cyclohexylphenylglyoxylate), C([O-])([O-])=O.[Na+].[Na+] (sodium carbonate). Product: [N+](=O)([O-])C=1C=C(C=CC1C1CCCCC1)C(C(=O)O)=O (3-nitro-4-cyclohexylphenylglyoxylic acid). RXN SMILES: [N+:1]([C:4]1[CH:5]=[C:6]([C:16](=[O:20])[C:17]([O-:19])=[O:18])[CH:7]=[CH:8][C:9]=1[CH:10]1[CH2:15][CH2:14][CH2:13][CH2:12][CH2:11]1)([O-:3])=[O:2].C(=O)([O-])[O-].[Na+].[Na+]>>[N+:1]([C:4]1[CH:5]=[C:6]([C:16](=[O:20])[C:17]([OH:19])=[O:18])[CH:7]=[CH:8][C:9]=1[CH:10]1[CH2:15][CH2:14][CH2:13][CH2:12][CH2:11]1)([O-:3])=[O:2] |f:1.2.3|. Procedure details: A mixture of 0.66 moles of 3-nitro-4-cyclohexylphenylglyoxylate is stirred in 1.5 l. of boiling 10% sodium carbonate solution for 16 hours. The mixture is slowly filtered through charcoal into 1.1 l. of ice-cold 3 N-hydrochloric acid. The precipitate of crude material is collected on a filter, the recrystallized from benzene to give 3-nitro-4-cyclohexylphenylglyoxylic acid. Starting materials: NC1=C(C(=O)O)C=CC(=C1)Br (2-Amino-4-bromobenzoic acid), C(=O)N (formamide). Reaction conditions: temperature 190 celsius. The product is BrC1=CC=C2C(NC=NC2=C1)=O (7-bromo-4-quinazolinone). Reaction SMILES: [NH2:1][C:2]1[CH:10]=[C:9]([Br:11])[CH:8]=[CH:7][C:3]=1[C:4](O)=[O:5].[CH:12]([NH2:14])=O>>[Br:11][C:9]1[CH:10]=[C:2]2[C:3]([C:4](=[O:5])[NH:14][CH:12]=[N:1]2)=[CH:7][CH:8]=1. Procedure details: 2-Amino-4-bromobenzoic acid (15.5 g) was dissolved in 100 mL of formamide and the solution was heated at 190° C. for 10 h. After the reaction was cooled to room temperature, the solid was collected via filtration, rinsed with water, and dried to give 10.5 g of 7-bromo-4-quinazolinone, LCMS ESI(+) m/z: 225/227 (M+1).